From a dataset of the Open Reaction Database (ORD), a public repository of structured organic reaction records. describe an organic reaction: reactants, conditions, products, and yield Reactants: CC(C)(C)O, CC(C)(C)[O-], CI, CCOC(C)=O, [K+], CC12CCC(=O)NC1CCc1cc(-c3ccc4c(c3)Cc3ccccc3-4)ccc12. The product is CN1C(=O)CCC2(C)c3ccc(-c4ccc5c(c4)Cc4ccccc4-5)cc3CCC12. Reaction SMILES: [C:30]([OH:31])([CH3:32])([CH3:33])[CH3:34].[CH3:35][C:36]([CH3:37])([O-:38])[CH3:39].[CH3:41][I:42].[CH3:43][CH2:44][O:45][C:46](=[O:47])[CH3:48].[K+:40].[cH:1]1[c:2](-[c:14]2[cH:15][c:16]3[c:17]([cH:28][cH:29]2)[C:18]2([CH3:27])[CH2:19][CH2:20][C:21](=[O:26])[NH:22][CH:23]2[CH2:24][CH2:25]3)[cH:3][cH:4][c:5]2[c:13]1[CH2:12][c:11]1[c:6]-2[cH:7][cH:8][cH:9][cH:10]1>>[cH:1]1[c:2](-[c:14]2[cH:15][c:16]3[c:17]([cH:28][cH:29]2)[C:18]2([CH3:27])[CH2:19][CH2:20][C:21](=[O:26])[N:22]([CH3:30])[CH:23]2[CH2:24][CH2:25]3)[cH:3][cH:4][c:5]2[c:13]1[CH2:12][c:11]1[c:6]-2[cH:7][cH:8][cH:9][cH:10]1. Reactants: C(C)OC(=O)N(S(=O)(=O)C1=CC=C(C=C1)Cl)CCC(CC1=CC=C(C=C1)OCOC)C=1C=NC=CC1 (N-ethoxycarbonyl-N-[4-(4-methoxymethyloxyphenyl)-3-(3-pyridyl)butyl]-4-chlorobenzene sulfonamide), Cl (hydrogen chloride). Run in CO (methanol). Run at temperature 60 celsius, time 45 minute. Product: C(C)OC(=O)N(S(=O)(=O)C1=CC=C(C=C1)Cl)CCC(CC1=CC=C(C=C1)O)C=1C=NC=CC1 (N-ethoxycarbonyl-N-[4-(4-hydroxyphenyl)-3-(3-pyridyl)butyl]-4-chlorobenzenesulfonamide). The yield is 94.9%. Reaction SMILES: [CH2:1]([O:3][C:4]([N:6]([CH2:17][CH2:18][CH:19]([C:31]1[CH:32]=[N:33][CH:34]=[CH:35][CH:36]=1)[CH2:20][C:21]1[CH:26]=[CH:25][C:24]([O:27]COC)=[CH:23][CH:22]=1)[S:7]([C:10]1[CH:15]=[CH:14][C:13]([Cl:16])=[CH:12][CH:11]=1)(=[O:9])=[O:8])=[O:5])[CH3:2].Cl>CO>[CH2:1]([O:3][C:4]([N:6]([CH2:17][CH2:18][CH:19]([C:31]1[CH:32]=[N:33][CH:34]=[CH:35][CH:36]=1)[CH2:20][C:21]1[CH:26]=[CH:25][C:24]([OH:27])=[CH:23][CH:22]=1)[S:7]([C:10]1[CH:11]=[CH:12][C:13]([Cl:16])=[CH:14][CH:15]=1)(=[O:9])=[O:8])=[O:5])[CH3:2]. Procedure details: In argon atmosphere, 0.54 g of N-ethoxycarbonyl-N-[4-(4-methoxymethyloxyphenyl)-3-(3-pyridyl)butyl]-4-chlorobenzene sulfonamide was dissolved in 15 ml of methanol, followed by addition of 1 ml of 6N hydrogen chloride, and stirred at 60 ° C. for 45 minutes. After completion of the reaction, the solvent was distilled off under reduced pressure, followed by addition of methylene chloride and further by addition of saturated aqueous sodium hydrogencarbonate so that the resulting mixture became weak ... Reactants: BrC=1C=C2C(=NC1)OC1=CC=C(C=C1C2=O)I (3-bromo-7-iodo-5H-chromeno[2,3-b]pyridin-5-one), [Br-].C(C)OC(C[Zn+])=O ((2-ethoxy-2-oxoethyl)zinc(II) bromide). Reagents/catalysts: C(C)O[Ti](OCC)(OCC)OCC (tetraethoxytitanium). Run in C1CCOC1 (THF). Run at temperature 0 celsius, time 1 hour. The product is BrC=1C=C2C(=NC1)OC1=CC=C(C=C1C2(O)CC(=O)OCC)I (ethyl 2-(3-bromo-5-hydroxy-7-iodo-5H-chromeno[2,3-b]pyridin-5-yl)acetate). As a reaction SMILES: [Br:1][C:2]1[CH:3]=[C:4]2[C:15](=[O:16])[C:14]3[C:9](=[CH:10][CH:11]=[C:12]([I:17])[CH:13]=3)[O:8][C:5]2=[N:6][CH:7]=1.[Br-].[CH2:19]([O:21][C:22](=[O:25])[CH2:23][Zn+])[CH3:20]>C1COCC1.C(O[Ti](OCC)(OCC)OCC)C>[Br:1][C:2]1[CH:3]=[C:4]2[C:15]([CH2:23][C:22]([O:21][CH2:19][CH3:20])=[O:25])([OH:16])[C:14]3[C:9](=[CH:10][CH:11]=[C:12]([I:17])[CH:13]=3)[O:8][C:5]2=[N:6][CH:7]=1 |f:1.2|. Reported procedure: To a suspension of tetraethoxytitanium (3.40 g, 14.93 mmol) in THF (16.58 ml) was added 3-bromo-7-iodo-5H-chromeno[2,3-b]pyridin-5-one (2.00 g, 4.98 mmol). The suspension was cooled to 0° C. and (2-ethoxy-2-oxoethyl)zinc(II) bromide (149 ml, 14.93 mmol) was added drop wise. The reaction mixture was allowed to warm to RT and stirred 1 h. The reaction mixture was quenched with aqueous, half-saturated NaHCO3 solution (20 mL) and stirred for 30 min. The solution was filtered through a pad of celite ... Starting materials: COC(CCCCC(=O)Cl)=O (5-chlorocarbonylpentanoic acid methyl ester), ONC(C1=C(C=CC=C1)OC)=N (N-hydroxy-2-methoxybenzamidine). Solvent: N1=CC=CC=C1 (pyridine), O (water). The product is COC(CCCCC1=NC(=NO1)C1=C(C=CC=C1)OC)=O (5-[3-(2-methoxyphenyl)-[1,2,4]oxadiazol-5-yl]pentanoic acid methyl ester). Yield: 62.1%. Reaction SMILES: [CH3:1][O:2][C:3](=[O:11])[CH2:4][CH2:5][CH2:6][CH2:7][C:8](Cl)=[O:9].O[NH:13][C:14](=[NH:23])[C:15]1[CH:20]=[CH:19][CH:18]=[CH:17][C:16]=1[O:21][CH3:22]>N1C=CC=CC=1.O>[CH3:1][O:2][C:3](=[O:11])[CH2:4][CH2:5][CH2:6][CH2:7][C:8]1[O:9][N:23]=[C:14]([C:15]2[CH:20]=[CH:19][CH:18]=[CH:17][C:16]=2[O:21][CH3:22])[N:13]=1. Reported procedure: Add 5-chlorocarbonylpentanoic acid methyl ester (15.30 g, 86 mmol) to a solution of N-hydroxy-2-methoxybenzamidine (12.0 g, 71 mmol) in pyridine (40 mL) and under nitrogen at a rate to keep the mixture at a gentle reflux. Then, heat the mixture at reflux for 4 hours. Dilute the mixture with water (300 mL) and extract with methylene chloride (3×200 mL). Wash the combined organic extracts with brine (100 mL), dry over sodium sulfate and remove the solvent under reduced pressure. Purify the residue... Reactants: C(C)(C)(C)OC(NC=1SC(=C(N1)C1=CC=CC=C1)C1=NC(=NO1)C)=O ([5-(3-Methyl-[1,2,4]oxadiazol-5-yl)-4-phenyl-thiazol-2-yl]-carbamic acid tert-butyl ester), C(=O)(C(F)(F)F)O (TFA), N (ammonia). Run in C(C)(=O)O (acetic acid), [Cl-].[Na+].O (brine). Reaction conditions: time 8 hour. Product: CC1=NOC(=N1)C1=C(N=C(S1)N)C1=CC=CC=C1 (5-(3-Methyl-[1,2,4]oxadiazol-5-yl)-4-phenyl-thiazol-2-ylamine). The yield is 98.0%. RXN SMILES: C(OC(=O)[NH:7][C:8]1[S:9][C:10]([C:19]2[O:23][N:22]=[C:21]([CH3:24])[N:20]=2)=[C:11]([C:13]2[CH:18]=[CH:17][CH:16]=[CH:15][CH:14]=2)[N:12]=1)(C)(C)C.C(O)(C(F)(F)F)=O.N>C(O)(=O)C.[Cl-].[Na+].O>[CH3:24][C:21]1[N:20]=[C:19]([C:10]2[S:9][C:8]([NH2:7])=[N:12][C:11]=2[C:13]2[CH:14]=[CH:15][CH:16]=[CH:17][CH:18]=2)[O:23][N:22]=1 |f:4.5.6|. Procedure details: [5-(3-Methyl-[1,2,4]oxadiazol-5-yl)-4-phenyl-thiazol-2-yl]-carbamic acid tert-butyl ester was suspended in glacial acetic acid (20 mL). TFA (20 mL) was added. The reaction mixture was stirred at room temperature overnight. The reaction mixture was added to brine (100 mL) and pH was adjusted to pH 10 with ammonia. The mixture was extracted with EtOAc (2×75 mL). The combined organic phases was washed with brine (50 mL), dried with MgSO4 and solvents were removed in vacuo to give a white solid. Yie... Reactants: FC1=CC=C(C=C1)F (1,4-Difluorobenzene), C1(CCCCO1)=O (valerolactone), [Al+3].[Cl-].[Cl-].[Cl-] (AlCl3), ice brine, Cl (HCl). Run at temperature 110 celsius, time 16 hour. Yields the product FC1=C2C(CCC(C2=C(C=C1)F)=O)C (5,8-difluoro-4-methyl-3,4-dihydro-1(2H)-naphthalenone). Isolated yield 81.3%. RXN SMILES: [F:1][C:2]1[CH:7]=[CH:6][C:5]([F:8])=[CH:4][CH:3]=1.[C:9]1(=O)[O:14][CH2:13][CH2:12][CH2:11][CH2:10]1.[Al+3].[Cl-].[Cl-].[Cl-].Cl>>[F:1][C:2]1[CH:7]=[CH:6][C:5]([F:8])=[C:4]2[C:3]=1[CH:10]([CH3:9])[CH2:11][CH2:12][C:13]2=[O:14] |f:2.3.4.5|. Procedure details: 1,4-Difluorobenzene (22 ml, 210 mmol) was mixed with □-valerolactone (4 ml, 42 mmol) and AlCl3 (28 g, 210 mmol) was added by portions to the stirred reaction mixture. The reaction mixture was then refluxed at stirring for 16 h (oil bath 110° C.). The reaction mixture was cooled down (ice/brine bath) and ice/conc. HCl was added and stirred until homogeneous mixture was obtained. The reaction mixture was then extracted into methylene chloride, washed with water (4×10 ml) and sodium bicarbonate sol... RXN SMILES: [CH3:1][O:2][C:3](=[O:27])[CH2:4][CH2:5][C:6]1[CH:11]=[CH:10][CH:9]=[C:8]([CH2:12][NH:13][CH2:14][C:15]2[CH:20]=[CH:19][C:18]([C:21]3[N:26]=[CH:25][CH:24]=[CH:23][N:22]=3)=[CH:17][CH:16]=2)[CH:7]=1.Cl.[N:29]1[CH:34]=[CH:33][CH:32]=[C:31]([S:35](Cl)(=[O:37])=[O:36])[CH:30]=1>C(N(CC)CC)C>[CH3:1][O:2][C:3](=[O:27])[CH2:4][CH2:5][C:6]1[CH:11]=[CH:10][CH:9]=[C:8]([CH2:12][N:13]([S:35]([C:31]2[CH:30]=[N:29][CH:34]=[CH:33][CH:32]=2)(=[O:37])=[O:36])[CH2:14][C:15]2[CH:20]=[CH:19][C:18]([C:21]3[N:26]=[CH:25][CH:24]=[CH:23][N:22]=3)=[CH:17][CH:16]=2)[CH:7]=1 |f:1.2|. Reported procedure: The title compound of Step A was prepared following the method described in Step B of Example 1 from 3-{3-[(4-pyrimidin-2-yl-benzylamino)-methyl]-phenyl}-propionic acid methyl ester, prepared in Step A of Example 11z, and pyridine-3-sulfonyl chloride hydrochloride salt, of Preparation 2, using triethylamine in place of N,N-diisopropylethylamine. 1H NMR (400 MHz, CDCl3) δ 9.03 (d, 1H), 8.77 (m, 3H), 8.29 (d, 2H), 8.03 (m, 1H), 7.40 (m, 1H), 7.15 (m, 4H), 7.04 (d, 1H), 6.90 (d, 1H), 6.84 (s, 1H), ... Product: COC(CCC1=CC(=CC=C1)CN(CC1=CC=C(C=C1)C1=NC=CC=N1)S(=O)(=O)C=1C=NC=CC1)=O (3-(3-{[(Pyridine-3-sulfonyl)-(4-pyrimidin-2-yl-benzyl)-amino]-methyl}-phenyl)-propionic acid methyl ester). The reactants are COC(CCC1=CC(=CC=C1)CNCC1=CC=C(C=C1)C1=NC=CC=N1)=O (3-{3-[(4-pyrimidin-2-yl-benzylamino)-methyl]-phenyl}-propionic acid methyl ester), Cl.N1=CC(=CC=C1)S(=O)(=O)Cl (pyridine-3-sulfonyl chloride hydrochloride salt). Solvent: C(C)N(CC)CC (triethylamine). Starting materials: C(C)(C)C1=C(OC=2C(=NC(=NC2)N)N)C=C(C(=C1)OC)C#C[Si](C)(C)C (5-(2-Isopropyl-4-methoxy-5-trimethylsilanylethynyl-phenoxy)-pyrimidine-2,4-diamine), [F-].[Cs+] (Cesium Fluoride), C1CCOC1 (THF). Solvent: O (water). Reaction conditions: time 6 hour. Yields the product C(#C)C=1C(=CC(=C(OC=2C(=NC(=NC2)N)N)C1)C(C)C)OC (5-(5-ethynyl-2-isopropyl-4-methoxy-phenoxy)-pyrimidine-2,4-diamine). The yield is 90.5%. RXN SMILES: [CH:1]([C:4]1[CH:18]=[C:17]([O:19][CH3:20])[C:16]([C:21]#[C:22][Si](C)(C)C)=[CH:15][C:5]=1[O:6][C:7]1[C:8]([NH2:14])=[N:9][C:10]([NH2:13])=[N:11][CH:12]=1)([CH3:3])[CH3:2].[F-].[Cs+].C1COCC1>O>[C:21]([C:16]1[C:17]([O:19][CH3:20])=[CH:18][C:4]([CH:1]([CH3:2])[CH3:3])=[C:5]([CH:15]=1)[O:6][C:7]1[C:8]([NH2:14])=[N:9][C:10]([NH2:13])=[N:11][CH:12]=1)#[CH:22] |f:1.2|. Reported procedure: 5-(2-Isopropyl-4-methoxy-5-trimethylsilanylethynyl-phenoxy)-pyrimidine-2,4-diamine (0.75 g, 2 mmol) and Cesium Fluoride (0.46 g, 3 mmol) were added to 10 mL of dry THF under nitrogen, and the reaction mixture was stirred for 6 hours at room temperature. The reaction mixture was poured into water and extracted with EtOAc. The combined organic layers were washed with brine, dried over Na2SO4, filtered and concentrated under reduced pressure. The residue was chromatographed on 50 g of flash silica ... Reactants: Cc1ccccc1OCC(O)CNC(C)(C)CN, Clc1ccc(Cl)nn1, c1ccccc1. As a reaction SMILES: [CH3:1][c:2]1[c:3]([O:4][CH2:5][CH:6]([CH2:7][NH:8][C:9]([CH2:10][NH2:11])([CH3:12])[CH3:13])[OH:14])[cH:15][cH:16][cH:17][cH:18]1.[Cl:19][c:20]1[n:21][n:22][c:23]([Cl:26])[cH:24][cH:25]1.[cH:27]1[cH:28][cH:29][cH:30][cH:31][cH:32]1>>[CH3:1][c:2]1[c:3]([O:4][CH2:5][CH:6]([CH2:7][NH:8][C:9]([CH2:10][NH:11][c:23]2[n:22][n:21][c:20]([Cl:19])[cH:25][cH:24]2)([CH3:12])[CH3:13])[OH:14])[cH:15][cH:16][cH:17][cH:18]1. Product: Cc1ccccc1OCC(O)CNC(C)(C)CNc1ccc(Cl)nn1. Starting materials: C/C=C/C(=O)N1C(OC[C@H]1CC1=CC=CC=C1)=O (3-(trans-3-methyl-2-propenoyl)-4-(R)-benzyl-2-oxazolidinone), C(C1=CC=CC=C1)N(COC)C[Si](C)(C)C (N-benzyl-N-(methoxymethyl)trimethylsilylmethylamine). Product: C(C1=CC=CC=C1)N1C[C@H]([C@@H](C1)C)C(=O)N1C(OC[C@H]1CC1=CC=CC=C1)=O (3-(trans-1-benzyl-4-methyl-3-pyrrolidinylcarbonyl)-4-(R)-benzyl-2-oxazolidinone). Isolated yield 44.9%. As a reaction SMILES: [CH3:1]/[CH:2]=[CH:3]/[C:4]([N:6]1[C@H:10]([CH2:11][C:12]2[CH:17]=[CH:16][CH:15]=[CH:14][CH:13]=2)[CH2:9][O:8][C:7]1=[O:18])=[O:5].[CH2:19]([N:26]([CH2:30][Si](C)(C)C)[CH2:27]OC)[C:20]1[CH:25]=[CH:24][CH:23]=[CH:22][CH:21]=1>>[CH2:19]([N:26]1[CH2:27][C@@H:2]([CH3:1])[C@H:3]([C:4]([N:6]2[C@H:10]([CH2:11][C:12]3[CH:13]=[CH:14][CH:15]=[CH:16][CH:17]=3)[CH2:9][O:8][C:7]2=[O:18])=[O:5])[CH2:30]1)[C:20]1[CH:21]=[CH:22][CH:23]=[CH:24][CH:25]=1. Procedure details: The compound from step 5a (245 mg, 1.00 mmol) was reacted with N-benzyl-N-(methoxymethyl)trimethylsilylmethylamine (254 mg, 1.2 mmol) according to the procedure of Example 1d, to afford the title compound (170 mg). MS m/z 379 (M+H)+. NMR (CDCl3) d 7.15-7.40 (10H, m), 4.69 (1H, m), 4.20 (1H, dd, J=16.5, 9.0 Hz), 4.18 (1H, dd, J=9.0, 6.0 Hz), 3.71 (1H, d, J=13.5 Hz), 3.65 (1H, m), 3.56 (1H, d, J+13.5 Hz), 3.24 (1H, dd, J=13.5, 3.3 Hz), 2.70-3.10 (4H, m), 2.17 (1H, dd, 8.4, 7.5 Hz), 1.08 (3H, d, J=...